This data is from the Open Reaction Database (ORD), a public repository of structured organic reaction records. The task is: describe an organic reaction: reactants, conditions, products, and yield Starting materials: FC1=CC=C(C(=O)Cl)C=C1 (p-fluorobenzoyl chloride), C(C)N(CCN)CC (N,N-diethylethylenediamine). Solvent: O1CCCC1 (tetrahydrofuran), O1CCCC1 (tetrahydrofuran). Reaction conditions: temperature 0 celsius, time 2 hour. The product is C(C)N(CCNC(C1=CC=C(C=C1)F)=O)CC (N-[2-(Diethylamino)ethyl]-4-fluorobenzamide). As a reaction SMILES: [F:1][C:2]1[CH:10]=[CH:9][C:5]([C:6](Cl)=[O:7])=[CH:4][CH:3]=1.[CH2:11]([N:13]([CH2:17][CH3:18])[CH2:14][CH2:15][NH2:16])[CH3:12]>O1CCCC1>[CH2:11]([N:13]([CH2:17][CH3:18])[CH2:14][CH2:15][NH:16][C:6](=[O:7])[C:5]1[CH:9]=[CH:10][C:2]([F:1])=[CH:3][CH:4]=1)[CH3:12]. Procedure: Add 24.4 g (0.154 mol) of p-fluorobenzoyl chloride in 100 mL of tetrahydrofuran dropwise to 17.88 g (0.154 mol) of N,N-diethylethylenediamine in 150 mL of tetrahydrofuran at 0° C. Stir at 0° C. for about 2 hr then at room temperature for about 17 hr. Concentrate the resultant solution and treat the residue with 1N NaOH until about pH=10. Extract the resultant solution with methylene chloride (2×100 mL). Dry the extract with Na2SO4 amd evaporate the solvent to give the title compound. Reactants: N(=[N+]=[N-])C[C@@H]1CO[C@@H](CN1C(=O)OC(C)(C)C)CCC1=C(C=CC=C1)NC([C@@H](NC(=O)OC)C(C1=CC=CC=C1)C1=CC=CC=C1)=O (tert-butyl (2R,5R)-5-(azidomethyl)-2-[2-(2-{[N-(methoxycarbonyl)-β-phenyl-L-phenylalanyl]amino}phenyl)ethyl]morpholine-4-carboxylate), C1(=CC=CC=C1)C#C (phenylacetylene), CCN(C(C)C)C(C)C (Hunig's base). The reagents and catalysts are [Cu]I (Copper(I) iodide). The solvent is O1CCCC1 (tetrahydrofuran). Reaction conditions: temperature 70 celsius. Product: COC(=O)N[C@@H](C(C1=CC=CC=C1)C1=CC=CC=C1)C(=O)NC1=C(C=CC=C1)CC[C@@H]1CN([C@@H](CO1)CN1N=NC(=C1)C1=CC=CC=C1)C(=O)OC(C)(C)C (tert-butyl (2R,5R)-2-[2-(2-{[N-(methoxycarbonyl)-β-phenyl-L-phenylalanyl]amino}phenyl)ethyl]-5-[(4-phenyl-1H-1,2,3-triazol-1-yl)methyl]morpholine-4-carboxylate). RXN SMILES: [N:1]([CH2:4][C@H:5]1[N:10]([C:11]([O:13][C:14]([CH3:17])([CH3:16])[CH3:15])=[O:12])[CH2:9][C@@H:8]([CH2:18][CH2:19][C:20]2[CH:25]=[CH:24][CH:23]=[CH:22][C:21]=2[NH:26][C:27](=[O:47])[C@H:28]([CH:34]([C:41]2[CH:46]=[CH:45][CH:44]=[CH:43][CH:42]=2)[C:35]2[CH:40]=[CH:39][CH:38]=[CH:37][CH:36]=2)[NH:29][C:30]([O:32][CH3:33])=[O:31])[O:7][CH2:6]1)=[N+:2]=[N-:3].[C:48]1([C:54]#[CH:55])[CH:53]=[CH:52][CH:51]=[CH:50][CH:49]=1.CCN(C(C)C)C(C)C>O1CCCC1.[Cu]I>[CH3:33][O:32][C:30]([NH:29][C@H:28]([C:27]([NH:26][C:21]1[CH:22]=[CH:23][CH:24]=[CH:25][C:20]=1[CH2:19][CH2:18][C@H:8]1[O:7][CH2:6][C@@H:5]([CH2:4][N:1]2[CH:55]=[C:54]([C:48]3[CH:53]=[CH:52][CH:51]=[CH:50][CH:49]=3)[N:3]=[N:2]2)[N:10]([C:11]([O:13][C:14]([CH3:17])([CH3:15])[CH3:16])=[O:12])[CH2:9]1)=[O:47])[CH:34]([C:41]1[CH:42]=[CH:43][CH:44]=[CH:45][CH:46]=1)[C:35]1[CH:36]=[CH:37][CH:38]=[CH:39][CH:40]=1)=[O:31]. Reported procedure: To a solution of tert-butyl (2R,5R)-5-(azidomethyl)-2-[2-(2-{[N-(methoxycarbonyl)-β-phenyl-L-phenylalanyl]amino}phenyl)ethyl]morpholine-4-carboxylate (1 eq.) in tetrahydrofuran (0.033M) were added phenylacetylene (3.9 eq.) and Hunig's base (5 eq.). Nitrogen was then bubbled for 5 minutes through the reaction mixture which was placed in a sealed tube. Copper(I) iodide (1.5 eq.) was added to the reaction mixture and the temperature was raised to 70° C. for 16 hrs. The reaction mixture was evaporat... Reactants: CNC (dimethylamine), ClCC(=O)Cl (Chloroacetyl chloride), C[C@H](CNC)OC1=C2C(=NC=NC2=CC=C1)NC1=CC(=C(C=C1)OC=1C=NC(=CC1)C)C (5-[(1R)-1-methyl-2-(methylamino)ethoxy]-N-{3-methyl-4-[(6-methylpyridin-3-yl)oxy]phenyl}quinazolin-4-amine), CCN(C(C)C)C(C)C (DIPEA). Solvent: C1CCOC1 (THF), C(Cl)Cl (DCM). Run at time 1 hour. Product: CN(C(CN(C)C)=O)C[C@@H](C)OC1=C2C(=NC=NC2=CC=C1)NC1=CC(=C(C=C1)OC=1C=NC(=CC1)C)C (N1,N2,N2-Trimethyl-N1-((2R)-2-{[4-({3-methyl-4-[(6-methylpyridin-3-yl)oxy]phenyl}amino)quinazolin-5-yl]oxy}propyl)glycinamide). The yield is 41.3%. Reaction SMILES: Cl[CH2:2][C:3](Cl)=[O:4].[CH3:6][C@@H:7]([O:11][C:12]1[CH:21]=[CH:20][CH:19]=[C:18]2[C:13]=1[C:14]([NH:22][C:23]1[CH:28]=[CH:27][C:26]([O:29][C:30]3[CH:31]=[N:32][C:33]([CH3:36])=[CH:34][CH:35]=3)=[C:25]([CH3:37])[CH:24]=1)=[N:15][CH:16]=[N:17]2)[CH2:8][NH:9][CH3:10].C[CH2:39][N:40](C(C)C)[CH:41](C)C.CNC>C(Cl)Cl.C1COCC1>[CH3:10][N:9]([CH2:8][C@H:7]([O:11][C:12]1[CH:21]=[CH:20][CH:19]=[C:18]2[C:13]=1[C:14]([NH:22][C:23]1[CH:28]=[CH:27][C:26]([O:29][C:30]3[CH:31]=[N:32][C:33]([CH3:36])=[CH:34][CH:35]=3)=[C:25]([CH3:37])[CH:24]=1)=[N:15][CH:16]=[N:17]2)[CH3:6])[C:3](=[O:4])[CH2:2][N:40]([CH3:41])[CH3:39]. Procedure: Chloroacetyl chloride (33 μl, 0.42 mmol) was added drop wise to a solution of 5-[(1R)-1-methyl-2-(methylamino)ethoxy]-N-{3-methyl-4-[(6-methylpyridin-3-yl)oxy]phenyl}quinazolin-4-amine (172 mg, 0.40 mmol, obtained as described in Example 103, preparation of starting materials)) and DIPEA (139 μl, 0.8 mmol) in DCM (2 ml). The mixture was stirred at room temperature for 1 hour. THF (5 ml) was added to the solution and dimethylamine was bubbled in the reaction mixture. After 30 minutes, the solvent... Starting materials: CCCCCCn1c(-c2ccc3nc(CCC)n(Cc4ccc(-c5ccccc5C(=O)OC(C)(C)C)cc4)c3c2)nc2cccnc21, ClCCl, O=C(O)C(F)(F)F. Yields the product CCCCCCn1c(-c2ccc3nc(CCC)n(Cc4ccc(-c5ccccc5C(=O)O)cc4)c3c2)nc2cccnc21. As a reaction SMILES: [CH2:1]([CH2:2][CH3:3])[c:4]1[n:5][c:6]2[c:7]([n:8]1[CH2:9][c:10]1[cH:11][cH:12][c:13](-[c:16]3[c:17]([C:22](=[O:23])[O:24][C:25]([CH3:26])([CH3:27])[CH3:28])[cH:18][cH:19][cH:20][cH:21]3)[cH:14][cH:15]1)[cH:29][c:30](-[c:33]1[n:34][c:35]3[c:36]([n:37][cH:38][cH:39][cH:40]3)[n:41]1[CH2:42][CH2:43][CH2:44][CH2:45][CH2:46][CH3:47])[cH:31][cH:32]2.[CH2:55]([Cl:56])[Cl:57].[OH:48][C:49]([C:50]([F:51])([F:52])[F:53])=[O:54]>>[CH2:1]([CH2:2][CH3:3])[c:4]1[n:5][c:6]2[c:7]([n:8]1[CH2:9][c:10]1[cH:11][cH:12][c:13](-[c:16]3[c:17]([C:22](=[O:23])[OH:24])[cH:18][cH:19][cH:20][cH:21]3)[cH:14][cH:15]1)[cH:29][c:30](-[c:33]1[n:34][c:35]3[c:36]([n:37][cH:38][cH:39][cH:40]3)[n:41]1[CH2:42][CH2:43][CH2:44][CH2:45][CH2:46][CH3:47])[cH:31][cH:32]2. The reactants are imine, [BH4-].[Na+] (sodium borohydride), COC=1C=C(C=CC1)[C@@H](C)N ((R)-1-(3-methoxyphenyl)ethylamine), CC1=CC=C(C=CC#N)C=C1 (4-methylcinnamonitrile), [H-].C(C(C)C)[Al+]CC(C)C (diisobutyl aluminum hydride). The product is CC1=CC=C(C=C1)C=CCN[C@H](C)C1=CC(=CC=C1)OC ((R)-N-[3-(4-methylphenyl)prop-2-enyl]-1-(3-methoxyphenyl)ethylamine), 12B. RXN SMILES: [CH3:1][C:2]1[CH:11]=[CH:10][C:5]([CH:6]=[CH:7][C:8]#[N:9])=[CH:4][CH:3]=1.[H-].C([Al+]CC(C)C)C(C)C.[CH3:22][O:23][C:24]1[CH:25]=[C:26]([C@H:30](N)[CH3:31])[CH:27]=[CH:28][CH:29]=1.[BH4-].[Na+]>>[CH3:1][C:2]1[CH:11]=[CH:10][C:5]([CH:6]=[CH:7][CH2:8][NH:9][C@@H:30]([C:26]2[CH:27]=[CH:28][CH:29]=[C:24]([O:23][CH3:22])[CH:25]=2)[CH3:31])=[CH:4][CH:3]=1 |f:1.2,4.5|. Procedure: In a similar fashion, 4-methylcinnamonitrile was treated with diisobutyl aluminum hydride and the intermediate aluminum-imine complex treated with (R)-1-(3-methoxyphenyl)ethylamine. The intermediate imine was treated with ethanolic sodium borohydride. Work-up and chromatography yielded (R)-N-[3-(4-methylphenyl)prop-2-enyl]-1-(3-methoxyphenyl)ethylamine, 12B, as a clear, colorless oil; m/z (rel. int.) 281 (M+, 6), 266 (5), 176 (27), 146 (75), 135 (63), 131 (100), 115 (25), 105 (21), 91 (21), 77 (...